This data is from the Open Reaction Database (ORD), a public repository of structured organic reaction records. The task is: describe an organic reaction: reactants, conditions, products, and yield The product is CC1CN(c2c(F)c(N)c3c(=O)c(C(=O)O)cn(C4CC4)c3c2F)CC1CN. Reactants: CC#N, Nc1c(F)c(F)c(F)c2c1c(=O)c(C(=O)O)cn2C1CC1, CC1CNCC1CN. As a reaction SMILES: [CH3:30][C:31]#[N:32].[NH2:1][c:2]1[c:3]2[c:4](=[O:21])[c:5]([C:18](=[O:19])[OH:20])[cH:6][n:7]([CH:15]3[CH2:16][CH2:17]3)[c:8]2[c:9]([F:14])[c:10]([F:13])[c:11]1[F:12].[NH2:22][CH2:23][CH:24]1[CH2:25][NH:26][CH2:27][CH:28]1[CH3:29]>>[NH2:1][c:2]1[c:3]2[c:4](=[O:21])[c:5]([C:18](=[O:19])[OH:20])[cH:6][n:7]([CH:15]3[CH2:16][CH2:17]3)[c:8]2[c:9]([F:14])[c:10]([N:26]2[CH2:25][CH:24]([CH2:23][NH2:22])[CH:28]([CH3:29])[CH2:27]2)[c:11]1[F:12]. Starting materials: NC=1C(=CC2=C(N=C(N=C2)SC)N1)C=1C=C(C=CC1Cl)NC(C1=CC(=CC=C1)C(F)(F)F)=O (N-[3-(7-amino-2-methylsulfanyl-pyrido[2,3-d]pyrimidin-6-yl)-4-chloro-phenyl]-3-trifluoromethyl-benzamide), N(=O)[O-].[Na+] (NaNO2). The solvent is C(=O)(C(F)(F)F)O (TFA). Reaction conditions: time 20 minute. Product: ClC1=C(C=C(C=C1)NC(C1=CC(=CC=C1)C(F)(F)F)=O)C1=CC2=C(N=C(N=C2)SC)NC1=O (N-[4-chloro-3-(2-methylsulfanyl-7-oxo-7,8-dihydro-pyrido[2,3-d]pyrimidin-6-yl)-phenyl]-3-trifluoromethyl-benzamide). Isolated yield 64.3%. Reaction SMILES: N[C:2]1[C:3]([C:14]2[CH:15]=[C:16]([NH:21][C:22](=[O:33])[C:23]3[CH:28]=[CH:27][CH:26]=[C:25]([C:29]([F:32])([F:31])[F:30])[CH:24]=3)[CH:17]=[CH:18][C:19]=2[Cl:20])=[CH:4][C:5]2[CH:10]=[N:9][C:8]([S:11][CH3:12])=[N:7][C:6]=2[N:13]=1.N([O-])=[O:35].[Na+]>C(O)(C(F)(F)F)=O>[Cl:20][C:19]1[CH:18]=[CH:17][C:16]([NH:21][C:22](=[O:33])[C:23]2[CH:28]=[CH:27][CH:26]=[C:25]([C:29]([F:31])([F:30])[F:32])[CH:24]=2)=[CH:15][C:14]=1[C:3]1[C:2](=[O:35])[NH:13][C:6]2[N:7]=[C:8]([S:11][CH3:12])[N:9]=[CH:10][C:5]=2[CH:4]=1 |f:1.2|. Procedure details: To a solution of N-[3-(7-amino-2-methylsulfanyl-pyrido[2,3-d]pyrimidin-6-yl)-4-chloro-phenyl]-3-trifluoromethyl-benzamide (1.0 g, 2.04 mmol) in TFA (10 mL) is slowly added NaNO2 (423 mg, 6.12 mmol) at 0° C. with stirring for 20 minutes. The solvents are evaporated, diluted with EtOAc and washed with saturated K2CO3, brine and water. The organic layer is dried, filtered and concentrated to give crude product, which is purified by flash silica gel column, eluting with CH2Cl2 (100%) gradient to CH2... Reactants: C(OC)(OC)=O (dimethyl carbonate), CC(C(C)=O)(C)C (3,3-Dimethyl-2-butanone), C[O-].[Na+] (Sodium methoxide). Solvent: CS(=O)C (DMSO). Run at temperature 45 celsius. Product: CC(C(CC(=O)OC)=O)(C)C (Methyl 4,4-dimethyl-3-oxopentanoate). Yield: 69.0%. RXN SMILES: [CH3:1][C:2]([CH3:7])([CH3:6])[C:3](=[O:5])[CH3:4].[C:8](=O)([O:11]C)[O:9][CH3:10].C[O-].[Na+]>CS(C)=O>[CH3:1][C:2]([CH3:7])([CH3:6])[C:3](=[O:5])[CH2:4][C:8]([O:9][CH3:10])=[O:11] |f:2.3|. Procedure details: 3,3-Dimethyl-2-butanone (10 g; 0.10 mol) was dissolved in DMSO (50 mL) and dimethyl carbonate (27 g; 0.30 mol; 3.0 equiv) was added. Sodium methoxide (10.8 g; 0.20 mol; 2.0 equiv) was added, resulting in a temperature rise to 30° C. The reaction mixture was heated to 40-50° C. for 4 h and then cooled to room temperature overnight. The reaction was quenched into a mixture of water (25 mL) and concentrated HCl (25 mL). Toluene (25 mL) was added and an additional 25 mL of water was added to dissolv...